This data is from the Open Reaction Database (ORD), a public repository of structured organic reaction records. The task is: describe an organic reaction: reactants, conditions, products, and yield Starting materials: BrCCCBr (1,3-dibromopropane), COC1=CC2=C(NC(NS2(=O)=O)=O)C=C1 (7-methoxy-1,2,4-benzothiadiazin-3(4H)one 1,1-dioxide), [Na] (sodium), [H-].[Na+] (sodium hydride). The solvent is CN(C)C=O (DMF). Conditions: temperature 80 celsius, time 15 minute. Yields the product BrCCCN1S(C2=C(NC1=O)C=CC(=C2)OC)(=O)=O (2-(3-bromopropyl)-7-methoxy-1,2,4-benzothiadiazin-3(4H)one 1,1-dioxide). As a reaction SMILES: [CH3:1][O:2][C:3]1[CH:15]=[CH:14][C:6]2[NH:7][C:8](=[O:13])[NH:9][S:10](=[O:12])(=[O:11])[C:5]=2[CH:4]=1.[H-].[Na+].[Na].[Br:19][CH2:20][CH2:21][CH2:22]Br>CN(C=O)C>[Br:19][CH2:20][CH2:21][CH2:22][N:9]1[C:8](=[O:13])[NH:7][C:6]2[CH:14]=[CH:15][C:3]([O:2][CH3:1])=[CH:4][C:5]=2[S:10]1(=[O:12])=[O:11] |f:1.2,^1:17|. Reported procedure: 0.03 mol of 7-methoxy-1,2,4-benzothiadiazin-3(4H)one 1,1-dioxide is dissolved in 50 ml of absolute DMF, and 0.03 mol of sodium hydride is added. After 15 minutes, formation of the sodium salt was complete. The 0.06 mol of 1,3-dibromopropane is added dropwise and the mixture is heated at 80° C. for 2 hours. The solvent is then distilled out and the residue is purified by column chromatography on silica gel. The eluting agent used was a mixture of CH2Cl2 /CH3OH (98:2). The reactants are B(Br)(Br)Br (boron tribromide), FC=1C=C(C=CC1)CNC(=O)C=1C(=NC2=CC(=CC=C2C1C)C(F)(F)F)OCCOC (N-[(3-fluorophenyl)-methyl]-2-(2-methoxy-ethoxy)-4-methyl-7-(trifluoro-methyl)-quinoline-3-carboxylic acid amide). The solvent is C(Cl)Cl (DCM). Conditions: temperature 0 celsius, time 1 hour. Yields the product FC=1C=C(C=CC1)CNC(=O)C=1C(=NC2=CC(=CC=C2C1C)C(F)(F)F)OCCO (N-[(3-fluorophenyl)-methyl]-2-(2-hydroxy-ethoxy)-4-methyl-7-(trifluoromethyl)-quinoline-3-carboxylic acid amide). The yield is 33.3%. Reaction SMILES: B(Br)(Br)Br.[F:5][C:6]1[CH:7]=[C:8]([CH2:12][NH:13][C:14]([C:16]2[C:17]([O:31][CH2:32][CH2:33][O:34]C)=[N:18][C:19]3[C:24]([C:25]=2[CH3:26])=[CH:23][CH:22]=[C:21]([C:27]([F:30])([F:29])[F:28])[CH:20]=3)=[O:15])[CH:9]=[CH:10][CH:11]=1>C(Cl)Cl>[F:5][C:6]1[CH:7]=[C:8]([CH2:12][NH:13][C:14]([C:16]2[C:17]([O:31][CH2:32][CH2:33][OH:34])=[N:18][C:19]3[C:24]([C:25]=2[CH3:26])=[CH:23][CH:22]=[C:21]([C:27]([F:29])([F:30])[F:28])[CH:20]=3)=[O:15])[CH:9]=[CH:10][CH:11]=1. Procedure details: 9.2 ml (9.2 mmol, 1M in DCM) boron tribromide was added in drops at −50° C. to a solution of 399 mg (0.9 mmol) N-[(3-fluorophenyl)-methyl]-2-(2-methoxy-ethoxy)-4-methyl-7-(trifluoro-methyl)-quinoline-3-carboxylic acid amide (Example 7) in DCM (8 ml). The mixture was subsequently heated to 0° C. within 2 h and stirred for 1 h at 0° C. The mixture was then stirred for 1 h at 10° C. It was thereafter quenched with a 0.5 M aq. NaHCO3 sol. and diluted with MeOH and DCM. The organic phase was separate... The reactants are CCCC(CCc1ccccc1)(CC(O)C(C(=O)OC)C(CC)c1cccc([N+](=O)[O-])c1)OCOc1ccc(-c2ccccc2)cc1, ClCCl, CC(=O)[O-], [Na+], O=[Cr](=O)([O-])Cl, c1cc[nH+]cc1. Product: CCCC(CCc1ccccc1)(CC(=O)C(C(=O)OC)C(CC)c1cccc([N+](=O)[O-])c1)OCOc1ccc(-c2ccccc2)cc1. As a reaction SMILES: [C:1](=[O:2])([O:3][CH3:4])[CH:5]([CH:6]([CH2:7][CH3:8])[c:9]1[cH:10][c:11]([N+:15](=[O:16])[O-:17])[cH:12][cH:13][cH:14]1)[CH:18]([CH2:19][C:20]([CH2:21][CH2:22][CH3:23])([O:24][CH2:25][O:26][c:27]1[cH:28][cH:29][c:30](-[c:33]2[cH:34][cH:35][cH:36][cH:37][cH:38]2)[cH:31][cH:32]1)[CH2:39][CH2:40][c:41]1[cH:42][cH:43][cH:44][cH:45][cH:46]1)[OH:47].[CH2:64]([Cl:65])[Cl:66].[CH3:60][C:61](=[O:62])[O-:63].[Na+:59].[O:48]=[Cr:49]([Cl:50])([O-:51])=[O:52].[nH+:53]1[cH:54][cH:55][cH:56][cH:57][cH:58]1>>[C:1](=[O:2])([O:3][CH3:4])[CH:5]([CH:6]([CH2:7][CH3:8])[c:9]1[cH:10][c:11]([N+:15](=[O:16])[O-:17])[cH:12][cH:13][cH:14]1)[C:18]([CH2:19][C:20]([CH2:21][CH2:22][CH3:23])([O:24][CH2:25][O:26][c:27]1[cH:28][cH:29][c:30](-[c:33]2[cH:34][cH:35][cH:36][cH:37][cH:38]2)[cH:31][cH:32]1)[CH2:39][CH2:40][c:41]1[cH:42][cH:43][cH:44][cH:45][cH:46]1)=[O:47]. The reactants are O1C(=CC=C1)S(=O)(=O)N=C=O (2-furansulfonyl isocyanate), NC1=NC(=CC(=N1)OC)C (2-amino-4-methoxy-6-methylpyrimidine), C(C)#N (acetonitrile). Solvent: C(Cl)Cl (methylene chloride). Reaction conditions: time 1 hour. Yields the product COC1=NC(=NC(=C1)C)NC(=O)NS(=O)(=O)C=1OC=CC1 (N-[(4-methoxy-6-methylpyrimidin-2-yl)aminocarbonyl]-2-furansulfonamide). RXN SMILES: [O:1]1[CH:5]=[CH:4][CH:3]=[C:2]1[S:6]([N:9]=[C:10]=[O:11])(=[O:8])=[O:7].[NH2:12][C:13]1[N:18]=[C:17]([O:19][CH3:20])[CH:16]=[C:15]([CH3:21])[N:14]=1.C(#N)C>C(Cl)Cl>[CH3:20][O:19][C:17]1[CH:16]=[C:15]([CH3:21])[N:14]=[C:13]([NH:12][C:10]([NH:9][S:6]([C:2]2[O:1][CH:5]=[CH:4][CH:3]=2)(=[O:7])=[O:8])=[O:11])[N:18]=1. Reported procedure: To a solution of 2.10 g of 2-furansulfonyl isocyanate in 40 ml of methylene chloride was added 1.60 g 2-amino-4-methoxy-6-methylpyrimidine. The resulting mixture was stirred for 1 hour at room temperature, then refluxed for 15 minutes, and the solvent was removed under vacuum. The solid obtained was allowed to stand under ethyl ether containing a trace of acetonitrile for one day, and was then filtered and dried to give the desired product melting at 185°-188° (dec). The reactants are C(C)(=O)OCC (Ethyl acetate), CC1(C(N(C(N1)=O)C(=O)C1=CC=CC2=CC=CC=C12)=O)C (5,5-Dimethyl-3-naphthylcarbonylimidazolidine-2,4-dione), BrCC(=O)C1=CC=CC=C1 (2-bromoacetophenone), [H-].[Na+] (sodium hydride). Conditions: time 8 hour. Reported procedure: 5,5-Dimethyl-3-naphthylcarbonylimidazolidine-2,4-dione (35 mg) was dissolved in DMF (0.4 mL), and sodium hydride (60%, in oil) (5 mg) was added. Then, 2-bromoacetophenone (25 mg) was added, and the mixture was stirred at room temperature overnight. Ethyl acetate (9.5 mL) was added to the reaction solution, separated out white precipitates were filtered, and the filtrate was concentrated and purified by silica gel chromatography (hexane:ethyl acetate=2:1) to obtain 7 mg of white crystals. Reaction SMILES: [CH3:1][C:2]1([CH3:21])[NH:6][C:5](=[O:7])[N:4]([C:8]([C:10]2[C:19]3[C:14](=[CH:15][CH:16]=[CH:17][CH:18]=3)[CH:13]=[CH:12][CH:11]=2)=[O:9])[C:3]1=[O:20].[H-].[Na+].Br[CH2:25][C:26]([C:28]1[CH:33]=[CH:32][CH:31]=[CH:30][CH:29]=1)=[O:27].C(OCC)(=O)C>CN(C=O)C>[CH3:1][C:2]1([CH3:21])[N:6]([CH2:25][C:26](=[O:27])[C:28]2[CH:33]=[CH:32][CH:31]=[CH:30][CH:29]=2)[C:5](=[O:7])[N:4]([C:8]([C:10]2[C:19]3[C:14](=[CH:15][CH:16]=[CH:17][CH:18]=3)[CH:13]=[CH:12][CH:11]=2)=[O:9])[C:3]1=[O:20] |f:1.2|. The yield is 14.1%. Yields the product CC1(C(N(C(N1CC(C1=CC=CC=C1)=O)=O)C(=O)C1=CC=CC2=CC=CC=C12)=O)C (5,5-Dimethyl-3-naphthylcarbonyl-1-(2-oxo-2-phenylethyl)imidazolidine-2,4-dione). Solvent: CN(C)C=O (DMF).